This data is from the Open Reaction Database (ORD), a public repository of structured organic reaction records. The task is: describe an organic reaction: reactants, conditions, products, and yield Starting materials: OC(C)[C@@H]1C(NC1SC(=S)SCSC)=O (3-(R)-(1-hydroxyethyl)-4-(methylthiomethylthio[thiocarbonyl]thio)-2-azetidinone), C1(=CC=C(C=C1)S(=O)(=O)[O-])C.[NH+]1=CC=CC=C1 (pyridinium p-toluenesulfonate), O1CCCC=C1 (dihydropyran). The solvent is C(Cl)Cl (methylene chloride). Run at temperature 30 celsius, time 5 hour. Yields the product O1C(CCCC1)OC(C)[C@@H]1C(NC1SC(=S)SCSC)=O (3-(R)-(1-Tetrahydropyranyloxyethyl)-4-(methylthiomethylthio[thiocarbonyl]thio)-2-azetidinone). As a reaction SMILES: [OH:1][CH:2]([C@H:4]1[CH:7]([S:8][C:9]([S:11][CH2:12][S:13][CH3:14])=[S:10])[NH:6][C:5]1=[O:15])[CH3:3].C1(C)C=CC(S([O-])(=O)=O)=CC=1.[NH+]1C=CC=CC=1.[O:33]1[CH:38]=[CH:37][CH2:36][CH2:35][CH2:34]1>C(Cl)Cl>[O:33]1[CH2:38][CH2:37][CH2:36][CH2:35][CH:34]1[O:1][CH:2]([C@H:4]1[CH:7]([S:8][C:9]([S:11][CH2:12][S:13][CH3:14])=[S:10])[NH:6][C:5]1=[O:15])[CH3:3] |f:1.2|. Procedure: To a stirred solution of 2.67 g (10 mmole) 3-(R)-(1-hydroxyethyl)-4-(methylthiomethylthio[thiocarbonyl]thio)-2-azetidinone in 30 ml methylene chloride at room temperature is added 0.8 g pyridinium p-toluenesulfonate and 1.26 g (15 mmole) dihydropyran and the mixture is stirred at 30° C. for five hours. The solvent is evaporated in vacuo, the residual oil is dissolved in ethyl ether, washed with brine, water, dried (Na2SO4) and concentrated in vacuo to afford the title compound. B. A solution of ... Starting materials: CCO, Cl, Cl, N=C(N)NN, O=C1CC(c2ccco2)Cc2occ(C(F)(F)F)c21. The product is Cl, N=C(N)NN=C1CC(c2ccco2)Cc2occ(C(F)(F)F)c21. As a reaction SMILES: [CH3:27][CH2:28][OH:29].[ClH:20].[ClH:26].[NH2:21][NH:22][C:23](=[NH:24])[NH2:25].[o:1]1[c:2]([CH:6]2[CH2:7][c:8]3[c:9]([c:10]([C:13]([F:14])([F:15])[F:16])[cH:11][o:12]3)[C:17](=[O:19])[CH2:18]2)[cH:3][cH:4][cH:5]1>>[ClH:20].[o:1]1[c:2]([CH:6]2[CH2:7][c:8]3[c:9]([c:10]([C:13]([F:14])([F:15])[F:16])[cH:11][o:12]3)[C:17](=[N:21][NH:22][C:23](=[NH:24])[NH2:25])[CH2:18]2)[cH:3][cH:4][cH:5]1.